From a dataset of the Open Reaction Database (ORD), a public repository of structured organic reaction records. describe an organic reaction: reactants, conditions, products, and yield The reactants are CC=1C(=NC=CN1)C(=O)O (3-methyl-pyrazine-2-carboxylic acid), C(C(=O)Cl)(=O)Cl (oxalyl chloride). The reagents and catalysts are CN(C=O)C (N,N-dimethylformamide). Solvent: ClCCl (dichloromethane). Reaction conditions: time 1 hour. Yields the product C(C)OC(=O)C1=NC=CN=C1C (3-methyl-pyrazine-2-carboxylic acid ethyl ester). Reaction SMILES: [CH3:1][C:2]1[C:3]([C:8]([OH:10])=[O:9])=[N:4][CH:5]=[CH:6][N:7]=1.[C:11](Cl)(=O)[C:12](Cl)=O>CN(C)C=O.ClCCl>[CH2:11]([O:9][C:8]([C:3]1[C:2]([CH3:1])=[N:7][CH:6]=[CH:5][N:4]=1)=[O:10])[CH3:12]. Reported procedure: To a solution of 3-methyl-pyrazine-2-carboxylic acid (10 g) (commercially available) and N,N-dimethylformamide (“DMF”) (1 drop) in dichloromethane (20 ml) at ambient temperature was added drop wise oxalyl chloride (2.57 ml). The reaction mixture was stirred at ambient temperature for 1 hour. The reaction mixture was concentrated and the residue dissolved in dichloromethane (20 ml). Triethylamine (4.04 ml) was added to this solution followed by drop wise addition of ethanol (10 ml). The reaction ... Starting materials: CC(C)(C)OC(=O)NCCN, COc1cc(C=C2SC(SC)=NC2=O)ccc1Oc1ccc(C#N)cc1C(F)(F)F. Yields the product COc1cc(C=C2SC(NCCNC(=O)OC(C)(C)C)=NC2=O)ccc1Oc1ccc(C#N)cc1C(F)(F)F. RXN SMILES: [C:31]([CH3:32])([CH3:33])([CH3:34])[O:35][C:36]([NH:37][CH2:38][CH2:39][NH2:40])=[O:41].[CH3:1][O:2][c:3]1[c:4]([O:5][c:6]2[c:7]([C:14]([F:15])([F:16])[F:17])[cH:8][c:9]([C:10]#[N:11])[cH:12][cH:13]2)[cH:18][cH:19][c:20]([CH:22]=[C:23]2[C:24](=[O:30])[N:25]=[C:26]([S:28][CH3:29])[S:27]2)[cH:21]1>>[CH3:1][O:2][c:3]1[c:4]([O:5][c:6]2[c:7]([C:14]([F:15])([F:16])[F:17])[cH:8][c:9]([C:10]#[N:11])[cH:12][cH:13]2)[cH:18][cH:19][c:20]([CH:22]=[C:23]2[C:24](=[O:30])[N:25]=[C:26]([NH:40][CH2:39][CH2:38][NH:37][C:36]([O:35][C:31]([CH3:32])([CH3:33])[CH3:34])=[O:41])[S:27]2)[cH:21]1. The reactants are COC(=O)C(N)C(C)O, CO, ClC(Cl)Cl, Cl, CC(NC(=O)Cc1cccc([N+](=O)[O-])c1)C(=O)O. Yields the product COC(=O)C(NC(=O)C(C)NC(=O)Cc1cccc([N+](=O)[O-])c1)C(C)O. Reaction SMILES: [CH3:20][O:21][C:22]([CH:23]([NH2:24])[CH:25]([OH:26])[CH3:27])=[O:28].[CH3:33][OH:34].[Cl:29][CH:30]([Cl:31])[Cl:32].[ClH:19].[N+:1](=[O:2])([O-:3])[c:4]1[cH:5][c:6]([CH2:10][C:11](=[O:12])[NH:13][CH:14]([CH3:15])[C:16](=[O:17])[OH:18])[cH:7][cH:8][cH:9]1>>[N+:1](=[O:2])([O-:3])[c:4]1[cH:5][c:6]([CH2:10][C:11](=[O:12])[NH:13][CH:14]([CH3:15])[C:16](=[O:18])[NH:24][CH:23]([C:22]([O:21][CH3:20])=[O:28])[CH:25]([OH:26])[CH3:27])[cH:7][cH:8][cH:9]1. Starting materials: C(C1=CC=CC=C1)C(=S)Cl (benzylthiocarbonyl chloride), S1C=NC(=C1)C=1NC2=C(N1)C=CC=C2 (2-(4-thiazolyl)-benzimidazole). Run in N1=CC=CC=C1 (pyridine). Reaction conditions: time 18 hour. The product is C(C1=CC=CC=C1)C(=S)N1C(=NC2=C1C=CC=C2)C=2N=CSC2 (1-Benzylthiocarbonyl-2-(4-thiazolyl)-benzimidazole). RXN SMILES: [CH2:1]([C:8](Cl)=[S:9])[C:2]1[CH:7]=[CH:6][CH:5]=[CH:4][CH:3]=1.[S:11]1[CH:15]=[C:14]([C:16]2[NH:17][C:18]3[CH:24]=[CH:23][CH:22]=[CH:21][C:19]=3[N:20]=2)[N:13]=[CH:12]1>N1C=CC=CC=1>[CH2:1]([C:8]([N:20]1[C:19]2[CH:21]=[CH:22][CH:23]=[CH:24][C:18]=2[N:17]=[C:16]1[C:14]1[N:13]=[CH:12][S:11][CH:15]=1)=[S:9])[C:2]1[CH:7]=[CH:6][CH:5]=[CH:4][CH:3]=1. Reported procedure: 17.0 G. (0.091 moles) of benzylthiocarbonyl chloride is added dropwise under anhydrous conditions over a period of 25 minutes to a stirred suspension of 18.3 g. (0.091 moles) of 2-(4-thiazolyl)-benzimidazole in 140 ml. of pyridine. All of the solid material dissolved before the completion of the addition. When the addition is complete, precipitation of pyridine hydrochloride commences. The reaction mixture is stirred at room temperature for 18 hours, filtered and the pyridine solution evaporated... Reactants: C[O-].[Na+] (sodium methylate), [Na] (sodium), Cl.OC(C(C)NC(C)(C)C)C1=C2C=CC(NC2=C(C=C1)O)=O (5-(1-hydroxy-2-tert-butylaminopropyl)-8-hydroxycarbostyril hydrochloride). Run in CO (methanol), CO (methanol). Conditions: time 1 hour. Yields the product C1OC=2C=C(C=CC2O1)C(=O)OC=1C=CC(=C2C=CC(NC12)=O)C(C(C)NC(C)(C)C)O (8-(3,4-methylenedioxyphenylcarbonyloxy)-5-(1-hydroxy-2-tert-butylaminopropyl)carbostyril). RXN SMILES: Cl.[OH:2][CH:3]([C:11]1[CH:20]=[CH:19][C:18]([OH:21])=[C:17]2[C:12]=1[CH:13]=[CH:14][C:15](=[O:22])[NH:16]2)[CH:4]([NH:6][C:7]([CH3:10])([CH3:9])[CH3:8])[CH3:5].[CH3:23][O-:24].[Na+].[Na]>CO>[CH2:23]1[O:21][C:18]2[CH:19]=[CH:20][C:11]([C:3]([O:21][C:18]3[CH:19]=[CH:20][C:11]([CH:3]([OH:2])[CH:4]([NH:6][C:7]([CH3:10])([CH3:8])[CH3:9])[CH3:5])=[C:12]4[C:17]=3[NH:16][C:15](=[O:22])[CH:14]=[CH:13]4)=[O:2])=[CH:12][C:17]=2[O:24]1 |f:0.1,2.3,^1:25|. Reported procedure: 1 g of 5-(1-hydroxy-2-tert-butylaminopropyl)-8-hydroxycarbostyril hydrochloride was suspended in 15 ml of methanol, and sodium methylate prepared from 155 mg of sodium metal and 3.3 ml of absolute methanol was added to the suspension. The mixture was then concentrated to dryness, and the resulting residue was dissolved in 10 ml of dimethylformamide. 593 mg of piperonylyl chloride dissolved in 5 ml of dimethylformamide was then added dropwise to the mixture while cooling with ice-water. The mixtu... Reactants: CC(C)(C)c1ccc(CBr)cc1NC(=O)CC1c2ccccc2Oc2ccccc21, Cc1ccccc1, c1ccc(P(c2ccccc2)c2ccccc2)cc1. Yields the product [Br-], CC(C)(C)c1ccc(C[P+](c2ccccc2)(c2ccccc2)c2ccccc2)cc1NC(=O)CC1c2ccccc2Oc2ccccc21. Reaction SMILES: [C:1]([CH3:2])([CH3:3])([CH3:4])[c:5]1[c:6]([NH:13][C:14]([CH2:15][CH:16]2[c:17]3[cH:18][cH:19][cH:20][cH:21][c:22]3[O:23][c:24]3[cH:25][cH:26][cH:27][cH:28][c:29]32)=[O:30])[cH:7][c:8]([CH2:11][Br:12])[cH:9][cH:10]1.[CH3:50][c:51]1[cH:52][cH:53][cH:54][cH:55][cH:56]1.[c:31]1([P:37]([c:38]2[cH:39][cH:40][cH:41][cH:42][cH:43]2)[c:44]2[cH:45][cH:46][cH:47][cH:48][cH:49]2)[cH:32][cH:33][cH:34][cH:35][cH:36]1>>[Br-:12].[C:1]([CH3:2])([CH3:3])([CH3:4])[c:5]1[c:6]([NH:13][C:14]([CH2:15][CH:16]2[c:17]3[cH:18][cH:19][cH:20][cH:21][c:22]3[O:23][c:24]3[cH:25][cH:26][cH:27][cH:28][c:29]32)=[O:30])[cH:7][c:8]([CH2:11][P+:37]([c:31]2[cH:32][cH:33][cH:34][cH:35][cH:36]2)([c:38]2[cH:39][cH:40][cH:41][cH:42][cH:43]2)[c:44]2[cH:45][cH:46][cH:47][cH:48][cH:49]2)[cH:9][cH:10]1. The product is COC(=O)C1CC(O[Si](C)(C)C(C)(C)C)CN1S(=O)(=O)c1ccc(C(F)(F)F)cc1. RXN SMILES: [C:1]([CH3:2])([CH3:3])([CH3:4])[Si:5]([CH3:6])([CH3:7])[Cl:8].[O:37]=[CH:38][N:39]([CH3:40])[CH3:41].[OH:14][CH:15]1[CH2:16][CH:17]([C:33](=[O:34])[O:35][CH3:36])[N:18]([S:20](=[O:21])(=[O:22])[c:23]2[cH:24][cH:25][c:26]([C:29]([F:30])([F:31])[F:32])[cH:27][cH:28]2)[CH2:19]1.[nH:9]1[cH:10][cH:11][n:12][cH:13]1>>[C:1]([CH3:2])([CH3:3])([CH3:4])[Si:5]([CH3:6])([CH3:7])[O:14][CH:15]1[CH2:16][CH:17]([C:33](=[O:34])[O:35][CH3:36])[N:18]([S:20](=[O:21])(=[O:22])[c:23]2[cH:24][cH:25][c:26]([C:29]([F:30])([F:31])[F:32])[cH:27][cH:28]2)[CH2:19]1. The reactants are CC(C)(C)[Si](C)(C)Cl, CN(C)C=O, COC(=O)C1CC(O)CN1S(=O)(=O)c1ccc(C(F)(F)F)cc1, c1c[nH]cn1. The reactants are CNc1nc(-c2cccc(NC(=O)c3ccccc3)c2)c2cc(OC)c(OC)cc2n1, CI, CCOC(C)=O, CCCCCC, CC(C)[N-]C(C)C, [Li+], C1CCOC1. Product: CNc1nc(-c2cccc(N(C)C(=O)c3ccccc3)c2)c2cc(OC)c(OC)cc2n1. As a reaction SMILES: [C:1]([c:2]1[cH:3][cH:4][cH:5][cH:6][cH:7]1)(=[O:8])[NH:9][c:10]1[cH:11][c:12](-[c:16]2[n:17][c:18]([NH:30][CH3:31])[n:19][c:20]3[cH:21][c:22]([O:28][CH3:29])[c:23]([O:26][CH3:27])[cH:24][c:25]23)[cH:13][cH:14][cH:15]1.[CH3:40][I:41].[CH3:42][CH2:43][O:44][C:45](=[O:46])[CH3:47].[CH3:53][CH2:54][CH2:55][CH2:56][CH2:57][CH3:58].[CH:32]([N-:33][CH:34]([CH3:35])[CH3:36])([CH3:37])[CH3:38].[Li+:39].[O:48]1[CH2:49][CH2:50][CH2:51][CH2:52]1>>[C:1]([c:2]1[cH:3][cH:4][cH:5][cH:6][cH:7]1)(=[O:8])[N:9]([c:10]1[cH:11][c:12](-[c:16]2[n:17][c:18]([NH:30][CH3:31])[n:19][c:20]3[cH:21][c:22]([O:28][CH3:29])[c:23]([O:26][CH3:27])[cH:24][c:25]23)[cH:13][cH:14][cH:15]1)[CH3:32]. Starting materials: C(CCC)(=O)N(NC(=S)N)C1=CC=CC=C1 (1-Butyryl-1-phenylthiosemicarbazide), Cl (hydrochloric acid). Run in C([O-])([O-])=O.[Na+].[Na+] (sodium carbonate). Product: SC1=NN(C(=N1)CCC)C1=CC=CC=C1 (3-Mercapto-1-phenyl-5-propyl-1,2,4-triazole). The yield is 89.3%. RXN SMILES: [C:1]([N:6]([C:11]1[CH:16]=[CH:15][CH:14]=[CH:13][CH:12]=1)[NH:7][C:8]([NH2:10])=[S:9])(=O)[CH2:2][CH2:3][CH3:4].Cl>C(=O)([O-])[O-].[Na+].[Na+]>[SH:9][C:8]1[N:10]=[C:1]([CH2:2][CH2:3][CH3:4])[N:6]([C:11]2[CH:16]=[CH:15][CH:14]=[CH:13][CH:12]=2)[N:7]=1 |f:2.3.4|. Procedure details: A suspension of the product of stage (a) (40 g) in aqueous 10% sodium carbonate solution (200 ml) was heated under reflux for 2 hours. The clear yellow solution obtained was cooled and acidified with concentrated hydrochloric acid to afford an off-white precipitate. This was filtered off and recrystallised from ethanol to give the desired product (33 g), as white needles, mp 142°-143° C.